From a dataset of the Open Reaction Database (ORD), a public repository of structured organic reaction records. describe an organic reaction: reactants, conditions, products, and yield The reactants are C[Si](C)(C)[N-][Si](C)(C)C.[Li+] (Lithium bis(trimethylsilyl)amide), NC1=NC=C(C=C1C#N)Br (2-amino-5-bromopyridine-3-carbonitrile), ClC(=O)OC (Methyl chloroformate). The solvent is C1CCOC1 (THF), C1CCOC1 (THF). Conditions: time 30 minute. Yields the product BrC=1C=C(C(=NC1)NC(OC)=O)C#N (methyl 5-bromo-3-cyanopyridin-2-ylcarbamate). The yield is 55.8%. RXN SMILES: C[Si]([N-][Si](C)(C)C)(C)C.[Li+].[NH2:11][C:12]1[C:17]([C:18]#[N:19])=[CH:16][C:15]([Br:20])=[CH:14][N:13]=1.Cl[C:22]([O:24][CH3:25])=[O:23]>C1COCC1>[Br:20][C:15]1[CH:16]=[C:17]([C:18]#[N:19])[C:12]([NH:11][C:22](=[O:23])[O:24][CH3:25])=[N:13][CH:14]=1 |f:0.1|. Procedure details: Lithium bis(trimethylsilyl)amide in THF (1.0 N, 22 mL, 22 mmol) was added to a stirred solution of 2-amino-5-bromopyridine-3-carbonitrile (2.0 g, 10 mmol) in THF (30 mL) at −78° C. and the mixture was stirred at this temperature for 30 minutes. Methyl chloroformate (1.06 g, 11.1 mmol) was added and the mixture was warmed to room temperature and stirred for 2 hours. It was cooled in ice bath and quenched with saturated aqueous ammonium chloride (50 mL). The aqueous layer was extracted with ethyl ... Starting materials: O=C([O-])[O-], CNC, CC#N, [K+], [K+], CS(=O)(=O)OCCCC#Cc1ccc(-c2nnc(CSCCOc3ccccc3)o2)cc1, C1CCOC1. Product: CN(C)CCCC#Cc1ccc(-c2nnc(CSCCOc3ccccc3)o2)cc1. RXN SMILES: [C:41](=[O:42])([O-:43])[O-:44].[CH3:33][NH:34][CH3:35].[CH3:47][C:48]#[N:49].[K+:45].[K+:46].[O:1]([c:2]1[cH:3][cH:4][cH:5][cH:6][cH:7]1)[CH2:8][CH2:9][S:10][CH2:11][c:12]1[o:13][c:14](-[c:17]2[cH:18][cH:19][c:20]([C:23]#[C:24][CH2:25][CH2:26][CH2:27][O:28][S:29]([CH3:30])(=[O:31])=[O:32])[cH:21][cH:22]2)[n:15][n:16]1.[O:36]1[CH2:37][CH2:38][CH2:39][CH2:40]1>>[O:1]([c:2]1[cH:3][cH:4][cH:5][cH:6][cH:7]1)[CH2:8][CH2:9][S:10][CH2:11][c:12]1[o:13][c:14](-[c:17]2[cH:18][cH:19][c:20]([C:23]#[C:24][CH2:25][CH2:26][CH2:27][N:34]([CH3:33])[CH3:35])[cH:21][cH:22]2)[n:15][n:16]1. The reactants are O=[N+]([O-])c1cccc(CBr)c1, C1CCOC1, CC[O-], CP(C)Cl, [Na+]. The product is CP(C)(=O)Cc1cccc([N+](=O)[O-])c1. RXN SMILES: [Br:9][CH2:10][c:11]1[cH:12][c:13]([N+:17](=[O:18])[O-:19])[cH:14][cH:15][cH:16]1.[CH2:20]1[O:21][CH2:22][CH2:23][CH2:24]1.[CH3:6][CH2:7][O-:8].[Cl:1][P:2]([CH3:3])[CH3:4].[Na+:5]>>[P:2]([CH3:3])([CH3:4])(=[O:8])[CH2:10][c:11]1[cH:12][c:13]([N+:17](=[O:18])[O-:19])[cH:14][cH:15][cH:16]1. Yields the product CC=1SC(=CN1)C(=O)N1C(=NCC1)NC1=C(C=CC=C1Cl)Cl (1-(2-methylthiazol-5-oyl)-2-(2',6'-dichlorophenylamino)-2-imidazoline). RXN SMILES: [CH3:1][C:2]1[S:3][C:4]([C:7]([OH:9])=O)=[CH:5][N:6]=1.[Cl:10][C:11]1[CH:16]=[CH:15][CH:14]=[C:13]([Cl:17])[C:12]=1[NH:18][C:19]1[NH:20][CH2:21][CH2:22][N:23]=1>O1CCCC1.CS(C)=O>[CH3:1][C:2]1[S:3][C:4]([C:7]([N:23]2[CH2:22][CH2:21][N:20]=[C:19]2[NH:18][C:12]2[C:13]([Cl:17])=[CH:14][CH:15]=[CH:16][C:11]=2[Cl:10])=[O:9])=[CH:5][N:6]=1. Run in O1CCCC1 (tetrahydrofuran), O1CCCC1 (tetrahydrofuran), CS(=O)C (dimethylsulfoxide). Yield: 72.6%. Reported procedure: 3.15 g (22.0 millimoles) of 2-methyl-thiazole-5-carboxylic acid are dissolved in 500 ml of absolute tetrahydrofuran and 50 ml of absolute dimethylsulfoxide, 3.6 g (22.2 millimoles) of N,N'-carbonyldiimidazole are added and the mixture is stirred for 45 minutes at room temperature. A solution of 5.0 g (21.7 millimoles) of 2-(2',6'-dichlorophenylamino)-2-imidazoline in 100 ml of absolute tetrahydrofuran is then added dropwise and the mixture is stirred overnight at room temperature. The solvents a... Starting materials: ClC1=C(C(=CC=C1)Cl)NC=1NCCN1 (2-(2',6'-dichlorophenylamino)-2-imidazoline), CC=1SC(=CN1)C(=O)O (2-methyl-thiazole-5-carboxylic acid), N,N'-carbonyldiimidazole. Conditions: time 45 minute. The reactants are [H][H] (hydrogen), NC1=NC=C(C(=C1)N)C#N (2,4-diamino-5-cyanopyridine), C(=O)O (formic acid). The reagents and catalysts are [Ni] (Raney nickel). Solvent: O (water). Product: NC1=C(C=O)C(=CC=N1)N (2,4-Diaminonicotinaldehyde). Reaction SMILES: [NH2:1][C:2]1[CH:7]=[C:6]([NH2:8])[C:5](C#N)=[CH:4][N:3]=1.[CH:11]([OH:13])=O.[H][H]>[Ni].O>[NH2:1][C:2]1[N:3]=[CH:4][CH:5]=[C:6]([NH2:8])[C:7]=1[CH:11]=[O:13]. Procedure: A suspension of 13.4 g of 2,4-diamino-5-cyanopyridine from Example 14, 2 g of Raney nickel catalyst, 40 mL of 97-100% formic acid, and 80 mL of water were shaken in a Parr apparatus under an atmosphere of nitrogen until the requisite amount of hydrogen was consumed. The solvents were removed under reduced pressure and the residue treated with 17 mL of concentrate HCl. The resulting pink solid was slurried in a small amount of water, filtered, washed with isopropyl alcohol, followed by diethyleth... The reactants are [Br-] (bromide), BrC1=CC(=C(C=C1)NC#N)Cl (4-bromo-2-chlorophenylcyanamide), C(C)(C)(C)P(C(C)(C)C)C(C)(C)C (Tri-tert-butylphosphine), CN1C(=CC=C1C#N)B(O)O (N-methyl-5-cyanopyrroleboronic acid), C([O-])([O-])=O.[K+].[K+] (potassium carbonate). The solvent is C1CCOC1 (THF). The reagents and catalysts are [Pd].[Pd].C(C1=CC=CC=C1)=CC(=O)C=CC1=CC=CC=C1.C(C1=CC=CC=C1)=CC(=O)C=CC1=CC=CC=C1.C(C1=CC=CC=C1)=CC(=O)C=CC1=CC=CC=C1 (tris (dibenzylideneacetone) dipalladium). Reaction SMILES: Br[C:2]1[CH:7]=[CH:6][C:5]([NH:8][C:9]#[N:10])=[C:4]([Cl:11])[CH:3]=1.[CH3:12][N:13]1[C:17]([C:18]#[N:19])=[CH:16][CH:15]=[C:14]1B(O)O.C(=O)([O-])[O-].[K+].[K+].C(P(C(C)(C)C)C(C)(C)C)(C)(C)C.[Br-]>[Pd].[Pd].C(=CC(C=CC1C=CC=CC=1)=O)C1C=CC=CC=1.C(=CC(C=CC1C=CC=CC=1)=O)C1C=CC=CC=1.C(=CC(C=CC1C=CC=CC=1)=O)C1C=CC=CC=1.C1COCC1>[Cl:11][C:4]1[CH:3]=[C:2]([C:14]2[N:13]([CH3:12])[C:17]([C:18]#[N:19])=[CH:16][CH:15]=2)[CH:7]=[CH:6][C:5]=1[NH:8][C:9]#[N:10] |f:2.3.4,7.8.9.10.11|. Product: ClC1=C(C=CC(=C1)C=1N(C(=CC1)C#N)C)NC#N ([2-chloro-4-(5-cyano-1-methyl-1H-pyrrol-2-yl)phenyl]cyanamide). Reported procedure: 4-bromo-2-chlorophenylcyanamide (0.114 g, 0.5 mmol), tris (dibenzylideneacetone) dipalladium (11.6 mg, 0.0126 mmol), N-methyl-5-cyanopyrroleboronic acid (0.150 g, 1 mmol), and potassium carbonate (0.276 g, 2 mmol) were placed in a 40 mL vial fitted with a septa. The vial was then filled with a continuous flow of nitrogen and THF (2 mL) was added with stirring. Tri-tert-butylphosphine (10 wt % in hexane) (0.0486 mL, 0.0252 mmol) was added to the mixture and allowed to stir until the starting brom...